From a dataset of the Open Reaction Database (ORD), a public repository of structured organic reaction records. describe an organic reaction: reactants, conditions, products, and yield Yields the product C(C)(C)(C)N1CCC(CC1)N (1-tert-butylpiperidin-4-amine). The solvent is CO (methanol), O (water). Conditions: time 8 hour. Starting materials: C(C)(C)(C)N1CCC(CC1)=O (1-tert-butylpiperidin-4-one), C(=O)[O-].[NH4+] (ammonium formate). Reported procedure: To a solution of 1-tert-butylpiperidin-4-one (5.0 g) in methanol (100 mL) and water (10 mL) was added ammonium formate (20.3 g) and 0.5 g of Pd/C (10%). The mixture was stirred overnight. The mixture was filtered and the filtrate was concentrated under vacuum and the residue was diluted with ethyl acetate (500 mL) and washed with water and brine. After drying over Na2SO4 and filtration, the solvent was evaporated under vacuum to provide the title compound. Reagents/catalysts: [Pd] (Pd/C). RXN SMILES: [C:1]([N:5]1[CH2:10][CH2:9][C:8](=O)[CH2:7][CH2:6]1)([CH3:4])([CH3:3])[CH3:2].C([O-])=O.[NH4+:15]>CO.O.[Pd]>[C:1]([N:5]1[CH2:10][CH2:9][CH:8]([NH2:15])[CH2:7][CH2:6]1)([CH3:4])([CH3:3])[CH3:2] |f:1.2|. Reactants: COCCBr, CN(C)C=O, CCOC(C)=O, [H-], [I-], [K+], [Na+], COC(=O)c1ccc(S(C)(=O)=O)c(O)c1C. The product is COCCOc1c(S(C)(=O)=O)ccc(C(=O)OC)c1C. Reaction SMILES: [CH3:19][O:20][CH2:21][CH2:22][Br:23].[CH3:26][N:27]([CH3:28])[CH:29]=[O:30].[CH3:31][CH2:32][O:33][C:34](=[O:35])[CH3:36].[H-:1].[I-:25].[K+:24].[Na+:2].[OH:3][c:4]1[c:5]([CH3:18])[c:6]([C:7](=[O:8])[O:9][CH3:10])[cH:11][cH:12][c:13]1[S:14](=[O:15])(=[O:16])[CH3:17]>>[O:3]([c:4]1[c:5]([CH3:18])[c:6]([C:7](=[O:8])[O:9][CH3:10])[cH:11][cH:12][c:13]1[S:14](=[O:15])(=[O:16])[CH3:17])[CH2:22][CH2:21][O:20][CH3:19]. The reactants are CO, CC(=O)O, ClCCl, Cn1ccc2c(Br)ccc(N)c2c1=O. The product is Cn1ccc2cccc(N)c2c1=O. RXN SMILES: [CH3:15][OH:16].[CH3:17][C:18](=[O:19])[OH:20].[Cl:21][CH2:22][Cl:23].[NH2:1][c:2]1[cH:3][cH:4][c:5]([Br:14])[c:6]2[cH:7][cH:8][n:9]([CH3:13])[c:10](=[O:12])[c:11]12>>[NH2:1][c:2]1[cH:3][cH:4][cH:5][c:6]2[cH:7][cH:8][n:9]([CH3:13])[c:10](=[O:12])[c:11]12. The reactants are C(C)(=O)Cl (acetyl chloride), O (water), CC1=CCOCC1 (4-methyl-5,6-dihydro-(2H)-pyran), C1=CC=CC=C1 (benzene), ice water, ice water, C(C)(=O)Cl (acetyl chloride), O (water). The solvent is [Cl-].[Zn+2].[Cl-] (zinc chloride). Product: C(C)(=O)OCCC(=CCCl)C (5-chloro-3-methyl-3-pentenyl acetate). Reaction SMILES: [CH3:1][C:2]1[CH2:7][CH2:6][O:5][CH2:4][CH:3]=1.C1C=CC=CC=1.[C:14]([Cl:17])(=O)[CH3:15].[OH2:18]>[Cl-].[Zn+2].[Cl-]>[C:4]([O:5][CH2:6][CH2:7][C:2]([CH3:1])=[CH:15][CH2:14][Cl:17])(=[O:18])[CH3:3] |f:4.5.6|. Procedure: 245 grams of 4-methyl-5,6-dihydro-(2H)-pyran was dissolved into 500 milliliters of benzene in a reactor, in which 12.5 grams of zinc chloride was suspended, and into the suspension was added dropwise 196 grams of acetyl chloride in 6 hours 55 minutes. During the foregoing operation the reactor was cooled in an ice-water bath to maintain the reaction temperature below 5.5° C. After the completion of the dropwise addition of acetyl chloride the system was still cooled in the ice-water bath for 35 ... Starting materials: IC1=CC(=C(C=C1)NC(OC(C)(C)C)=O)[N+](=O)[O-] (tert-butyl 4-iodo-2-nitrophenylcarbamate). The reagents and catalysts are [Zn] (zinc). The product is NC1=C(C=CC(=C1)I)NC(OC(C)(C)C)=O (Tert-butyl 2-amino-4-iodophenylcarbamate), solid. Yield: 44.0%. RXN SMILES: [I:1][C:2]1[CH:7]=[CH:6][C:5]([NH:8][C:9](=[O:15])[O:10][C:11]([CH3:14])([CH3:13])[CH3:12])=[C:4]([N+:16]([O-])=O)[CH:3]=1>[Zn]>[NH2:16][C:4]1[CH:3]=[C:2]([I:1])[CH:7]=[CH:6][C:5]=1[NH:8][C:9](=[O:15])[O:10][C:11]([CH3:13])([CH3:12])[CH3:14]. Reported procedure: The title compound was prepared from the tert-butyl 4-iodo-2-nitrophenylcarbamate (Example A3; 3 mmol) by reduction with zinc according to the general procedure B. Obtained as a yellow solid (44%), MS (EI) 335 [(M+1)+]. The reactants are [Br-], CC(C)(Br)c1ccccc1, O=C1CCC2(CC1)OCCO2, C[Si](C)(C)Cl, CC#N, [Li+], C1CCOC1, CC(C)(O)c1ccccc1. Product: CC(C)(C1=CCC(=O)CC1)c1ccccc1. Reaction SMILES: [Br-:22].[Br:1][C:2]([CH3:3])([CH3:4])[c:5]1[cH:6][cH:7][cH:8][cH:9][cH:10]1.[CH2:28]1[O:29][C:31]2([O:30][CH2:38]1)[CH2:32][CH2:33][C:34](=[O:37])[CH2:35][CH2:36]2.[CH3:23][Si:24]([Cl:25])([CH3:26])[CH3:27].[CH3:39][C:40]#[N:41].[Li+:21].[O:42]1[CH2:43][CH2:44][CH2:45][CH2:46]1.[c:11]1([C:12]([OH:13])([CH3:14])[CH3:15])[cH:16][cH:17][cH:18][cH:19][cH:20]1>>[C:2]([CH3:3])([CH3:4])([c:5]1[cH:6][cH:7][cH:8][cH:9][cH:10]1)[C:31]1=[CH:36][CH2:35][C:34](=[O:37])[CH2:33][CH2:32]1.